describe an organic reaction: reactants, conditions, products, and yield From a dataset of the Open Reaction Database (ORD), a public repository of structured organic reaction records. Yields the product C(C)(=O)N1C(N(CC1)C1=NC=C(C=C1)C(=O)N1CCN(CC1)C1=NC=C(C=C1C)CC)=O (1-acetyl-3-{5-[4-(5-ethyl-3-methylpyridin-2-yl)piperazine-1-carbonyl]pyridin-2-yl}imidazolidin-2-one). Reported procedure: Using (6-bromopyridin-3-yl)[4-(5-ethyl-3-methylpyridin-2-yl)piperazin-1-yl]methanone (1.17 g) described in Preparation Example 145 and 1-acetylimidazolidin-2-one (461 mg) and by the reaction and treatment in the same manner as in Example 1, the title compound (834 mg) was obtained. Reactants: BrC1=CC=C(C=N1)C(=O)N1CCN(CC1)C1=NC=C(C=C1C)CC ((6-bromopyridin-3-yl)[4-(5-ethyl-3-methylpyridin-2-yl)piperazin-1-yl]methanone), C(C)(=O)N1C(NCC1)=O (1-acetylimidazolidin-2-one). As a reaction SMILES: Br[C:2]1[N:7]=[CH:6][C:5]([C:8]([N:10]2[CH2:15][CH2:14][N:13]([C:16]3[C:21]([CH3:22])=[CH:20][C:19]([CH2:23][CH3:24])=[CH:18][N:17]=3)[CH2:12][CH2:11]2)=[O:9])=[CH:4][CH:3]=1.[C:25]([N:28]1[CH2:32][CH2:31][NH:30][C:29]1=[O:33])(=[O:27])[CH3:26]>>[C:25]([N:28]1[CH2:32][CH2:31][N:30]([C:2]2[CH:3]=[CH:4][C:5]([C:8]([N:10]3[CH2:15][CH2:14][N:13]([C:16]4[C:21]([CH3:22])=[CH:20][C:19]([CH2:23][CH3:24])=[CH:18][N:17]=4)[CH2:12][CH2:11]3)=[O:9])=[CH:6][N:7]=2)[C:29]1=[O:33])(=[O:27])[CH3:26]. Isolated yield 63.6%. Starting materials: COC(C1=CC(=CC=C1)CC(C)(C)NC(=O)OC(C)(C)C)=O (3-(2-tert-butoxycarbonylamino-2-methylpropyl)benzoic acid methyl ester), FC(C(=O)O)(F)F (trifluoroacetic acid). The solvent is ClCCl (dichloromethane). Product: COC(C1=CC(=CC=C1)CC(C)(C)N)=O (3-(2-Amino-2-methylpropyl)benzoic acid methyl ester). Isolated yield 98.3%. As a reaction SMILES: [CH3:1][O:2][C:3](=[O:22])[C:4]1[CH:9]=[CH:8][CH:7]=[C:6]([CH2:10][C:11]([NH:14]C(OC(C)(C)C)=O)([CH3:13])[CH3:12])[CH:5]=1.FC(F)(F)C(O)=O>ClCCl>[CH3:1][O:2][C:3](=[O:22])[C:4]1[CH:9]=[CH:8][CH:7]=[C:6]([CH2:10][C:11]([NH2:14])([CH3:12])[CH3:13])[CH:5]=1. Procedure: A solution of 3-(2-tert-butoxycarbonylamino-2-methylpropyl)benzoic acid methyl ester (Preparation 20) (1.6 g, 5.2 mmol) in dichloromethane (160 mL) at 0° C. was treated with trifluoroacetic acid (13.6 mL) and left to warm to room temperature over 2 hours. The solvent was removed in vacuo and the product purified by cation exchange chromatography (methanol followed by 2M ammonia in methanol) to yield the title compound as an amber oil (1.06 g). Reaction SMILES: [NH2:1][C:2]1[CH:3]=[CH:4][C:5]([F:18])=[C:6]([C@:8]2([CH3:17])[C:13]([F:15])([F:14])[CH2:12][O:11][C:10]([NH2:16])=[N:9]2)[CH:7]=1.[F:19][C:20]1[C:21]([C:26](O)=[O:27])=[N:22][CH:23]=[CH:24][CH:25]=1>>[NH2:16][C:10]1[O:11][CH2:12][C:13]([F:14])([F:15])[C@:8]([C:6]2[CH:7]=[C:2]([NH:1][C:26]([C:21]3[C:20]([F:19])=[CH:25][CH:24]=[CH:23][N:22]=3)=[O:27])[CH:3]=[CH:4][C:5]=2[F:18])([CH3:17])[N:9]=1. Yields the product NC=1OCC([C@@](N1)(C)C=1C=C(C=CC1F)NC(=O)C1=NC=CC=C1F)(F)F (3-Fluoro-pyridine-2-carboxylic acid [3-((R)-2-amino-5,5-difluoro-4-methyl-5,6-dihydro-4H-[1,3]oxazin-4-yl)-4-fluoro-phenyl]-amide). Procedure details: The condensation of (R)-4-(5-amino-2-fluoro-phenyl)-5,5-difluoro-4-methyl-5,6-dihydro-4H-[1,3]oxazin-2-ylamine (intermediate XI-1) and 3-fluoro-pyridine-2-carboxylic acid following procedure I yielded the title compound as a colorless solid. MS (ISP): m/z=383.2 [M+H]+. The reactants are NC=1C=CC(=C(C1)[C@]1(N=C(OCC1(F)F)N)C)F ((R)-4-(5-amino-2-fluoro-phenyl)-5,5-difluoro-4-methyl-5,6-dihydro-4H-[1,3]oxazin-2-ylamine), FC=1C(=NC=CC1)C(=O)O (3-fluoro-pyridine-2-carboxylic acid). Reactants: ClC1=C(C=C(C=C1)C(F)(F)F)NC1=C(C=C(C=C1C(F)(F)F)[N+](=O)[O-])[N+](=O)[O-] (N-[2-chloro-5-(trifluoromethyl)phenyl]-2,4-dinitro-6-(trifluoromethyl)benzenamine), S1C(=NC2=C1C=CC=C2)SCl (2-benzothiazolesulfenyl chloride), [H-].[Na+] (NaH). Run in C1CCOC1 (THF), C(Cl)(Cl)(Cl)Cl (carbon tetrachloride). Conditions: time 3 hour. The product is sulfenylated diphenylamine, S1C(=NC2=C1C=CC=C2)SN (2-benzothiazolesulfenamide). As a reaction SMILES: ClC1C=CC(C(F)(F)F)=CC=1[NH:12]C1C(C(F)(F)F)=CC([N+]([O-])=O)=CC=1[N+]([O-])=O.[S:29]1[C:33]2[CH:34]=[CH:35][CH:36]=[CH:37][C:32]=2[N:31]=[C:30]1[S:38]Cl.[H-].[Na+]>C1COCC1.C(Cl)(Cl)(Cl)Cl>[S:29]1[C:33]2[CH:34]=[CH:35][CH:36]=[CH:37][C:32]=2[N:31]=[C:30]1[S:38][NH2:12] |f:2.3|. Reported procedure: The sulfenylated diphenylamine was prepared from N-[2-chloro-5-(trifluoromethyl)phenyl]-2,4-dinitro-6-(trifluoromethyl)benzenamine (4.3 g, 0.010 mol) in dry THF (20 ml), 2-benzothiazolesulfenyl chloride [2.0 g, 0.010 mol, Zh. Obshch. Khim. 45, 1127 (1975)] in carbon tetrachloride (45 ml) and 50% NaH (0.53 g, 0.011 mol) as outlined in Example 1 with the following exception: the reaction mixture was stirred at 0° for 3 hours and then at room temperature for 16 hours. Purification by dry column chr... Reported procedure: 120 ml. of a 1.3M n-butyllithium solution in n-hexane were added dropwise to a solution of 18.8 ml. of thioanisole in 240 ml. of tetrahydrofuran at -20° C. and the reaction mixture was stirred at that temperature for 2 hours. After cooling to -70° C., 16.4 g. of dimethyldisulphide were added to the reaction mixture, which was then stirred at -70° C. for 15 minutes and at room temperature for 1 hour. The reaction mixture was poured into dilute aqueous hydrochloric acid and extracted with ethyl ac... Run in CCCCCC (n-hexane), O1CCCC1 (tetrahydrofuran). Conditions: temperature -70 celsius, time 1 hour. Reactants: C1(=CC=CC=C1)SC (thioanisole), Cl (hydrochloric acid), C(CCC)[Li] (n-butyllithium), CSSC (dimethyldisulphide). As a reaction SMILES: C([Li])CCC.[C:6]1([S:12][CH3:13])[CH:11]=[CH:10][CH:9]=[CH:8][CH:7]=1.[CH3:14][S:15]SC.Cl>CCCCCC.O1CCCC1>[C:6]1([S:12][CH2:13][S:15][CH3:14])[CH:11]=[CH:10][CH:9]=[CH:8][CH:7]=1. Product: C1(=CC=CC=C1)SCSC (Phenylthio-methylthio-methane).